From a dataset of the Open Reaction Database (ORD), a public repository of structured organic reaction records. describe an organic reaction: reactants, conditions, products, and yield Starting materials: N (ammonia), [H-].CCOCC (hydride ether), [H][H] (hydrogen), S(O)(O)(=O)=O (sulfuric acid), ice, C(CCCCCCC)C1C(C1)C(=O)OCC (Ethyl 2-octylcyclopropanecarboxylate), [H-].[Al+3].[Li+].[H-].[H-].[H-] (lithium aluminum hydride), N (ammonia), N (ammonia). The solvent is CCOCC (ether). Reaction conditions: temperature 30 celsius, time 3 hour. Yields the product C(CCCCCCC)C1C(C1)C(=O)N (2-Octylcyclopropanecarboxamide). RXN SMILES: [H-].[Al+3].[Li+].[H-].[H-].[H-].[NH3:7].[H-].CCOCC.[H][H].[CH2:16]([CH:24]1[CH2:26][CH:25]1[C:27]([O:29]CC)=O)[CH2:17][CH2:18][CH2:19][CH2:20][CH2:21][CH2:22][CH3:23].S(=O)(=O)(O)O>CCOCC>[CH2:16]([CH:24]1[CH2:26][CH:25]1[C:27]([NH2:7])=[O:29])[CH2:17][CH2:18][CH2:19][CH2:20][CH2:21][CH2:22][CH3:23] |f:0.1.2.3.4.5,7.8|. Reported procedure: 4 g of lithium aluminum hydride was mixed with 300 ml of dry ether under a nitrogen blanket. Gaseous ammonia was liquefied by a dry ice condenser and the liquefied ammonia was dripped over a period of one hour onto the hydride/ether mixture until no further evolution of hydrogen was observed (7 g of ammonia used). 22.6 g of 1 was added drop-by-drop over a period of one hour and the resulting solution was stirred for 3 hours at 30° C., then poured into a mixture of 500 ml of 5% sulfuric acid and ... Starting materials: ClC1=C2C(=NC=C1F)C=NN2 (7-chloro-6-fluoro-1H-pyrazolo[4,3-b]pyridine), C(=O)([O-])[O-].[Cs+].[Cs+] (Cs2CO3), BrCCOC1OCCCC1 (2-(2-bromoethoxy)tetrahydro-2H-pyran). The solvent is CN(C)C=O (DMF). Product: ClC=1C=2C(N=CC1F)=CN(N2)CCOC2OCCCC2 (7-chloro-6-fluoro-2-(2-(tetrahydro-2H-pyran-2-yloxy)ethyl)-2H-pyrazolo[4,3-b]pyridine), ClC1=C2C(=NC=C1F)C=NN2CCOC2OCCCC2 (7-chloro-6-fluoro-1-(2-(tetrahydro-2H-pyran-2-yloxy)ethyl)-1H-pyrazolo[4,3-b]pyridine). Reaction SMILES: [Cl:1][C:2]1[C:7]([F:8])=[CH:6][N:5]=[C:4]2[CH:9]=[N:10][NH:11][C:3]=12.C([O-])([O-])=O.[Cs+].[Cs+].Br[CH2:19][CH2:20][O:21][CH:22]1[CH2:27][CH2:26][CH2:25][CH2:24][O:23]1>CN(C=O)C>[Cl:1][C:2]1[C:3]2[C:4](=[CH:9][N:10]([CH2:19][CH2:20][O:21][CH:22]3[CH2:27][CH2:26][CH2:25][CH2:24][O:23]3)[N:11]=2)[N:5]=[CH:6][C:7]=1[F:8].[Cl:1][C:2]1[C:7]([F:8])=[CH:6][N:5]=[C:4]2[CH:9]=[N:10][N:11]([CH2:19][CH2:20][O:21][CH:22]3[CH2:27][CH2:26][CH2:25][CH2:24][O:23]3)[C:3]=12 |f:1.2.3|. Procedure details: A solution of 7-chloro-6-fluoro-1H-pyrazolo[4,3-b]pyridine (200 mg, 1.166 mmol) in DMF (5 mL), Cs2CO3 (570 mg, 1.749 mmol), and 2-(2-bromoethoxy)tetrahydro-2H-pyran (0.194 mL, 1.282 mmol) in a sealed pressure vessel was heated at 110° C. for 3 hours. The reaction mixture was then concentrated and partitioned between water (20 mL) and EtOAc (2×50 mL). The organics were dried over Na2SO4 and evaporated to give 7-chloro-6-fluoro-2-(2-(tetrahydro-2H-pyran-2-yloxy)ethyl)-2H-pyrazolo[4,3-b]pyridine an... Starting materials: CCOC(=O)C(Cc1ccc(OCCN(C)C2c3ccccc3CCc3ccccc32)cc1)OCC, CCO, [Na+], [OH-]. The product is CCOC(Cc1ccc(OCCN(C)C2c3ccccc3CCc3ccccc32)cc1)C(=O)O. As a reaction SMILES: [CH2:1]([CH3:2])[O:3][C:4]([CH:5]([CH2:6][c:7]1[cH:8][cH:9][c:10]([O:13][CH2:14][CH2:15][N:16]([CH3:17])[CH:18]2[c:19]3[c:20]([cH:29][cH:30][cH:31][cH:32]3)[CH2:21][CH2:22][c:23]3[c:24]2[cH:25][cH:26][cH:27][cH:28]3)[cH:11][cH:12]1)[O:33][CH2:34][CH3:35])=[O:36].[CH3:39][CH2:40][OH:41].[Na+:38].[OH-:37]>>[O:3]=[C:4]([CH:5]([CH2:6][c:7]1[cH:8][cH:9][c:10]([O:13][CH2:14][CH2:15][N:16]([CH3:17])[CH:18]2[c:19]3[c:20]([cH:29][cH:30][cH:31][cH:32]3)[CH2:21][CH2:22][c:23]3[c:24]2[cH:25][cH:26][cH:27][cH:28]3)[cH:11][cH:12]1)[O:33][CH2:34][CH3:35])[OH:36]. Reactants: C(\C=C\C)=O (Crotonaldehyde), NC=1C=CC(=C(C(=O)O)C1)Cl (5-amino-2-chlorobenzoic acid), ferrous sulphate heptahydrate, [N+](=O)([O-])C=1C=C(C=CC1)S(=O)(=O)[O-].[Na+] (sodium m-nitrobenzenesulphonate), Cl (hydrochloric acid). Product: ClC1=C(C=2C=CC(=NC2C=C1)C)C(=O)O (6-Chloro-2-methyl-5-quinolinecarboxylic Acid). Reaction SMILES: [CH:1](=O)/[CH:2]=[CH:3]/[CH3:4].[NH2:6][C:7]1[CH:8]=[CH:9][C:10]([Cl:16])=[C:11]([CH:15]=1)[C:12]([OH:14])=[O:13].[N+](C1C=C(S([O-])(=O)=O)C=CC=1)([O-])=O.[Na+].Cl>>[Cl:16][C:10]1[CH:9]=[CH:8][C:7]2[N:6]=[C:3]([CH3:4])[CH:2]=[CH:1][C:15]=2[C:11]=1[C:12]([OH:14])=[O:13] |f:2.3|. Procedure: Crotonaldehyde (1.5 mL) was added dropwise over a period of 1 hour to a mixture of 5-amino-2-chlorobenzoic acid (1.7 g), ferrous sulphate heptahydrate (0.77 g), sodium m-nitrobenzenesulphonate (1.2 g) and concentrated hydrochloric acid (11 mL) at 95° C. The reaction mixture was heated for a further 15 minutes then filtered whilst still hot. The collected solid was extracted with boiling 2M aqueous hydrochloric acid solution (20 mL) and the extract combined with the filtrate. Ammonium acetate was...